describe an organic reaction: reactants, conditions, products, and yield From a dataset of the Open Reaction Database (ORD), a public repository of structured organic reaction records. The solvent is CN(C)C=O (DMF). Reaction conditions: time 18 hour. Reaction SMILES: [CH2:1]([O:3][C:4](=[O:18])[CH2:5][CH:6]1[O:10][B:9]([OH:11])[C:8]2[CH:12]=[C:13]([OH:17])[CH:14]=[C:15]([CH3:16])[C:7]1=2)[CH3:2].[H-].[Na+].Br[CH2:22][C:23]([NH2:25])=[O:24]>CN(C=O)C>[CH2:1]([O:3][C:4](=[O:18])[CH2:5][CH:6]1[O:10][B:9]([OH:11])[C:8]2[CH:12]=[C:13]([O:17][CH2:22][C:23](=[O:24])[NH2:25])[CH:14]=[C:15]([CH3:16])[C:7]1=2)[CH3:2] |f:1.2|. Yields the product C(C)OC(CC1C2=C(B(O1)O)C=C(C=C2C)OCC(N)=O)=O ((6-Carbamoylmethoxy-1-hydroxy-4-methyl-1,3-dihydro-benzo[c][1,2]oxaborol-3-yl)-acetic acid ethyl ester). Procedure: To a solution of (1,6-dihydroxy-4-methyl-1,3-dihydro-benzo[c][1,2]oxaborol-3-yl)-acetic acid ethyl ester (0.2 g, 0.8 mmol) in anhydrous DMF (3 mL) was added sodium hydride (0.08 g, 2.0 mmol). After stirring for 15 minutes 2-bromo-acetamide (0.166 g, 1.2 mmol) was added and the resulting mixture stirred at room temperature for 18 hours then quenched with crushed ice. The pH was adjusted to 3 with 6M HCl and the mixture extracted with EtOAc. The organic extracts were washed with water, brine, drie... Starting materials: C(C)OC(CC1C2=C(B(O1)O)C=C(C=C2C)O)=O ((1,6-dihydroxy-4-methyl-1,3-dihydro-benzo[c][1,2]oxaborol-3-yl)-acetic acid ethyl ester), [H-].[Na+] (sodium hydride), BrCC(=O)N (2-bromo-acetamide). Starting materials: C(C)(C)(C)OC(=O)NCC=1C(=NC2=CC=C(C=C2C1C1=CC=C(C=C1)C)C(C(=O)O)=C)CC(C)C ((3-{[(tert-butoxycarbonyl)amino]methyl}-2-isobutyl-4-(4-methylphenyl)quinolin-6-yl]acrylic acid), Cl.C(C)N=C=NCCCN(C)C (1-ethyl-3-(3-dimethylaminopropyl)carbodiimide hydrochloride), [NH4+].ON1N=NC2=C1C=CC=C2 (1-hydroxy-1H-benzotriazole ammonium salt), O (Water). Run in CN(C=O)C (N,N-dimethylformamide). Conditions: time 12 hour. The product is NC(/C=C/C=1C=C2C(=C(C(=NC2=CC1)CC(C)C)CNC(OC(C)(C)C)=O)C1=CC=C(C=C1)C)=O (tert-butyl {[6-[(1E)-3-amino-3-oxoprop-1-en-1-yl]-2-isobutyl-4-(4-methylphenyl)quinolin-3-yl]methyl}carbamate). Isolated yield 83.8%. As a reaction SMILES: [C:1]([O:5][C:6]([NH:8][CH2:9][C:10]1[C:11]([CH2:32][CH:33]([CH3:35])[CH3:34])=[N:12][C:13]2[C:18]([C:19]=1[C:20]1[CH:25]=[CH:24][C:23]([CH3:26])=[CH:22][CH:21]=1)=[CH:17][C:16]([C:27](=[CH2:31])C(O)=O)=[CH:15][CH:14]=2)=[O:7])([CH3:4])([CH3:3])[CH3:2].Cl.C(N=C=NCCC[N:45]([CH3:47])C)C.[NH4+].[OH:49]N1C2C=CC=CC=2N=N1.O>CN(C)C=O>[NH2:45][C:47](=[O:49])/[CH:31]=[CH:27]/[C:16]1[CH:17]=[C:18]2[C:13](=[CH:14][CH:15]=1)[N:12]=[C:11]([CH2:32][CH:33]([CH3:34])[CH3:35])[C:10]([CH2:9][NH:8][C:6](=[O:7])[O:5][C:1]([CH3:2])([CH3:3])[CH3:4])=[C:19]2[C:20]1[CH:21]=[CH:22][C:23]([CH3:26])=[CH:24][CH:25]=1 |f:1.2,3.4|. Procedure: To a solution of (2E)-3-[(3-{[(tert-butoxycarbonyl)amino]methyl}-2-isobutyl-4-(4-methylphenyl)quinolin-6-yl]acrylic acid (0.30 g, 0.63 mmol) in N,N-dimethylformamide (10 ml) were added 1-ethyl-3-(3-dimethylaminopropyl)carbodiimide hydrochloride (0.23 g, 1.2 mmol) and 1-hydroxy-1H-benzotriazole ammonium salt (0.18 g, 1.2 mmol) and the mixture was stirred at room temperature for 12 hrs. Water was added to the reaction mixture and the mixture was extracted with ethyl acetate. The extract was washed... The reactants are NC=1SC=C(N1)C[C@H](N)C(=O)O (3-(2-Amino-4-thiazolyl)alanine), N[C@@H](CCC(=O)O)C(=O)O (L-glutamic acid), CO (Methanol). Run in O (water). Conditions: temperature 25 celsius, time 2.5 hour. Yields the product N[C@@H](CCC(=O)O)C(=O)O.NC=1SC=C(N1)C[C@H](N)C(=O)O (3-(2-amino-4-thiazolyl)-L-alanine L-glutamic acid salt). RXN SMILES: [NH2:1][C:2]1[S:3][CH:4]=[C:5]([CH2:7][C@@H:8]([C:10]([OH:12])=[O:11])[NH2:9])[N:6]=1.[NH2:13][C@H:14]([C:20]([OH:22])=[O:21])[CH2:15][CH2:16][C:17]([OH:19])=[O:18].CO>O>[NH2:13][C@H:14]([C:20]([OH:22])=[O:21])[CH2:15][CH2:16][C:17]([OH:19])=[O:18].[NH2:1][C:2]1[S:3][CH:4]=[C:5]([CH2:7][C@@H:8]([C:10]([OH:12])=[O:11])[NH2:9])[N:6]=1 |f:4.5|. Procedure details: DL-3-(2-Amino-4-thiazolyl)alanine, 41.8 kg (223 mol) (Silberg, A., et al, Chemische Berichte, Vol. 97, pages 1767-69 (1964)) and 26.3 kg (179 mol) of L-glutamic acid are dissolved in 620 L of water at 60° C. Methanol (620 L) is added to the solution and the solution is cooled to 25° C. to crystallize the salt. After stirring for 2 to 3 hours at 25° C., the product is filtered and washed with 40 L of methanol. The product is dried at 40° C. under vacuum to give 37.6 kg of 3-(2-amino-4-thiazolyl)-... The reactants are C(C)C1C=NNC1 (4-Ethyl-4,5-dihydro-1H-pyrazole), N1=CC=CC=C1 (pyridine), CSC(=NS(=O)(=O)C1=C(C=CC=C1)Cl)SC (N-(Bis-methylsulfanyl-methylene)-2-chloro-benzenesulfonamide). Product: ClC1=C(C=CC=C1)S(=O)(=O)N=C(SN1N=CC(C1)CC)C (2-Chloro-N-[(4-ethyl-4,5-dihydro-pyrazol-1-yl)-methyl-sulfanyl-methylene]benzenesulfon-amide). RXN SMILES: [CH2:1]([CH:3]1[CH2:7][NH:6][N:5]=[CH:4]1)[CH3:2].C[S:9][C:10](SC)=[N:11][S:12]([C:15]1[CH:20]=[CH:19][CH:18]=[CH:17][C:16]=1[Cl:21])(=[O:14])=[O:13].N1C=CC=C[CH:25]=1>>[Cl:21][C:16]1[CH:17]=[CH:18][CH:19]=[CH:20][C:15]=1[S:12]([N:11]=[C:10]([CH3:25])[S:9][N:5]1[CH2:4][CH:3]([CH2:1][CH3:2])[CH:7]=[N:6]1)(=[O:14])=[O:13]. Procedure: 500 mg 4-Ethyl-4,5-dihydro-1H-pyrazole was dissolved in 10 mL pyridine. 1.51 g N-(Bis-methylsulfanyl-methylene)-2-chloro-benzenesulfonamide was added and the mixture was refluxed overnight. The mixture was concentrated in vacuo and H2O was added, followed by extraction twice with DCM. The combined organic layers were dried over Na2SO4 and concentrated in vacuo. The crude product was purified with flash chromatography (gradient DCM:acetone=100:0 to 95:5) to yield 1.30 g of a yellow oil. 1H NMR (4... Starting materials: CO, C#CC(CC(=O)CCCCC)N(C)C. Yields the product C#CC=CC(=O)CCCCC. As a reaction SMILES: [CH3:15][OH:16].[CH3:1][N:2]([CH:3]([C:4]#[CH:5])[CH2:6][C:7]([CH2:8][CH2:9][CH2:10][CH2:11][CH3:12])=[O:13])[CH3:14]>>[CH:3]([C:4]#[CH:5])=[CH:6][C:7]([CH2:8][CH2:9][CH2:10][CH2:11][CH3:12])=[O:13]. RXN SMILES: [C:17](#[N:18])[c:19]1[c:20]([CH2:21][Br:22])[cH:23][cH:24][cH:25][cH:26]1.[C:1]([CH3:2])([CH3:3])([CH3:4])[c:5]1[c:6]([OH:16])[c:7]([C:12]([CH3:13])([CH3:14])[CH3:15])[cH:8][c:9]([SH:11])[cH:10]1.[CH3:29][CH2:30][OH:31].[Na+:28].[OH-:27].[OH2:32]>>[C:1]([CH3:2])([CH3:3])([CH3:4])[c:5]1[c:6]([OH:16])[c:7]([C:12]([CH3:13])([CH3:14])[CH3:15])[cH:8][c:9]([S:11][CH2:21][c:20]2[c:19]([C:17]#[N:18])[cH:26][cH:25][cH:24][cH:23]2)[cH:10]1. Reactants: N#Cc1ccccc1CBr, CC(C)(C)c1cc(S)cc(C(C)(C)C)c1O, CCO, [Na+], [OH-], O. The product is CC(C)(C)c1cc(SCc2ccccc2C#N)cc(C(C)(C)C)c1O.